Dataset: the Open Reaction Database (ORD), a public repository of structured organic reaction records. Task: describe an organic reaction: reactants, conditions, products, and yield The reactants are C1CCNCC1, CCO, O=Cc1cc2cc(OCCN3CCCC3)ccc2[nH]1, O=C1Cc2ccc(-c3ccccc3)cc2N1. The product is O=C1Nc2cc(-c3ccccc3)ccc2C1=Cc1cc2cc(OCCN3CCCC3)ccc2[nH]1. Reaction SMILES: [CH2:36]1[CH2:37][CH2:38][NH:39][CH2:40][CH2:41]1.[CH3:42][CH2:43][OH:44].[N:17]1([CH2:22][CH2:23][O:24][c:25]2[cH:26][c:27]3[cH:28][c:29]([CH:34]=[O:35])[nH:30][c:31]3[cH:32][cH:33]2)[CH2:18][CH2:19][CH2:20][CH2:21]1.[c:1]1(-[c:7]2[cH:8][cH:9][c:10]3[c:14]([cH:15]2)[NH:13][C:12](=[O:16])[CH2:11]3)[cH:2][cH:3][cH:4][cH:5][cH:6]1>>[c:1]1(-[c:7]2[cH:8][cH:9][c:10]3[c:14]([cH:15]2)[NH:13][C:12](=[O:16])[C:11]3=[CH:34][c:29]2[cH:28][c:27]3[cH:26][c:25]([O:24][CH2:23][CH2:22][N:17]4[CH2:18][CH2:19][CH2:20][CH2:21]4)[cH:33][cH:32][c:31]3[nH:30]2)[cH:2][cH:3][cH:4][cH:5][cH:6]1. RXN SMILES: [CH3:1][O:2][C:3]([c:4]1[cH:5][cH:6][c:7]([NH:10][c:11]2[s:12][c:13]3[c:14]([n:15]2)[cH:16][cH:17][c:18]([CH:20]([CH:21]([CH2:22][CH3:23])[N:24]([CH3:25])[CH3:26])[n:27]2[cH:28][n:29][cH:30][cH:31]2)[cH:19]3)[cH:8][cH:9]1)=[O:32].[Li+:35].[O:36]1[CH2:37][CH2:38][O:39][CH2:40][CH2:41]1.[OH-:34].[OH2:33].[OH2:42]>>[O:2]=[C:3]([c:4]1[cH:5][cH:6][c:7]([NH:10][c:11]2[s:12][c:13]3[c:14]([n:15]2)[cH:16][cH:17][c:18]([CH:20]([CH:21]([CH2:22][CH3:23])[N:24]([CH3:25])[CH3:26])[n:27]2[cH:28][n:29][cH:30][cH:31]2)[cH:19]3)[cH:8][cH:9]1)[OH:32]. The reactants are CCC(C(c1ccc2nc(Nc3ccc(C(=O)OC)cc3)sc2c1)n1ccnc1)N(C)C, [Li+], C1COCCO1, [OH-], O, O. The product is CCC(C(c1ccc2nc(Nc3ccc(C(=O)O)cc3)sc2c1)n1ccnc1)N(C)C. Reactants: CC(=O)OCc1cccc(C(C)(C)C)c1F, [Na+], C1COCCO1, [OH-], O. Product: CC(C)(C)c1cccc(CO)c1F. As a reaction SMILES: [C:3](=[O:4])([CH3:5])[O:6][CH2:7][c:8]1[c:9]([F:18])[c:10]([C:14]([CH3:15])([CH3:16])[CH3:17])[cH:11][cH:12][cH:13]1.[Na+:2].[O:19]1[CH2:20][CH2:21][O:22][CH2:23][CH2:24]1.[OH-:1].[OH2:25]>>[OH:6][CH2:7][c:8]1[c:9]([F:18])[c:10]([C:14]([CH3:15])([CH3:16])[CH3:17])[cH:11][cH:12][cH:13]1. Starting materials: Cl.C(C1=CC=CC=C1)ON (O-benzylhydroxylamine hydrochloride), C(C)(=O)[O-].[Na+] (sodium acetate), CC=1C=CC=C2C(C(NC12)=O)=O (7-methylisatin). Solvent: O (water), C(C)O (ethanol). Reaction conditions: time 3 hour. Yields the product C(C1=CC=CC=C1)ON=C1C(NC2=C(C=CC=C12)C)=O (3-(Benzyloxyimino)-7-methylindolin-2-one). Yield: 66.6%. As a reaction SMILES: [CH3:1][C:2]1[CH:3]=[CH:4][CH:5]=[C:6]2[C:10]=1[NH:9][C:8](=[O:11])[C:7]2=O.Cl.[CH2:14]([O:21][NH2:22])[C:15]1[CH:20]=[CH:19][CH:18]=[CH:17][CH:16]=1.C([O-])(=O)C.[Na+]>C(O)C.O>[CH2:14]([O:21][N:22]=[C:7]1[C:6]2[C:10](=[C:2]([CH3:1])[CH:3]=[CH:4][CH:5]=2)[NH:9][C:8]1=[O:11])[C:15]1[CH:20]=[CH:19][CH:18]=[CH:17][CH:16]=1 |f:1.2,3.4|. Reported procedure: To a suspension of 4.91 g of 7-methylisatin in 100 ml of ethanol was added a solution of 5.59 g of O-benzylhydroxylamine hydrochloride and 3.29 g of sodium acetate in 40 ml of water at room temperature. The mixture was stirred at room temperature for 3 hours and concentrated. The concentrate was diluted with chloroform and washed with water. The organic layer was dried over anhydrous sodium sulfate and concentrated. Recrystallization of the crude product from benzene yielded 5.40 g (68%) of the ... Reactants: N1=CC=C(C=C1)C=O (4-Pyridinecarboxaldehyde), C(OCC)([O-])[O-] (ethyl orthoformate), C([O-])(O)=O.[Na+] (sodium bicarbonate), C(C)(=O)OCC (ethyl acetate). The reagents and catalysts are C1(=CC=C(C=C1)S(=O)(=O)O)C (p-toluenesulfonic acid). The solvent is C(C)O (ethanol). Yields the product C(C)OC(C1=CC=NC=C1)OCC (4-(diethoxymethyl)pyridine). The yield is 78.0%. RXN SMILES: [N:1]1[CH:6]=[CH:5][C:4]([CH:7]=[O:8])=[CH:3][CH:2]=1.C([O-])([O-])[O:10][CH2:11][CH3:12].C(=O)(O)[O-].[Na+].[C:20](OCC)(=O)[CH3:21]>C(O)C.C1(C)C=CC(S(O)(=O)=O)=CC=1>[CH2:20]([O:8][CH:7]([O:10][CH2:11][CH3:12])[C:4]1[CH:5]=[CH:6][N:1]=[CH:2][CH:3]=1)[CH3:21] |f:2.3|. Procedure details: 4-Pyridinecarboxaldehyde (3.00 mL, 31.4 mmol), ethyl orthoformate (15.7 mL, 94.2 mmol) and p-toluenesulfonic acid (229 mg, 1.57 mmol) were dissolved in ethanol (60.0 mL), and the mixture was heated to reflux under a nitrogen atmosphere for 10 hours. The reaction was stopped by addition of a saturated aqueous sodium bicarbonate solution to the reaction mixture, and extraction with ethyl acetate was performed, followed by washing with brine and drying over anhydrous sodium sulfate. The solvent was... Run at temperature 50 celsius, time 2 hour. Isolated yield 99.1%. As a reaction SMILES: [C:1]([O:5][C:6]([NH:8][CH2:9][C:10]1[C:11]([CH2:30][CH:31]([CH3:33])[CH3:32])=[N:12][C:13]2[C:18]([C:19]=1[C:20]1[CH:25]=[CH:24][CH:23]=[CH:22][CH:21]=1)=[CH:17][C:16]([C:26]([O:28]C)=[O:27])=[CH:15][CH:14]=2)=[O:7])([CH3:4])([CH3:3])[CH3:2].CO.[OH-].[Na+]>O1CCCC1>[C:1]([O:5][C:6]([NH:8][CH2:9][C:10]1[C:11]([CH2:30][CH:31]([CH3:33])[CH3:32])=[N:12][C:13]2[C:18]([C:19]=1[C:20]1[CH:21]=[CH:22][CH:23]=[CH:24][CH:25]=1)=[CH:17][C:16]([C:26]([OH:28])=[O:27])=[CH:15][CH:14]=2)=[O:7])([CH3:4])([CH3:3])[CH3:2] |f:2.3|. The solvent is O1CCCC1 (tetrahydrofuran). Procedure: To a solution of methyl 3-{[(tert-butoxycarbonyl)amino]methyl}-2-isobutyl-4-phenylquinoline-6-carboxylate (0.58 g, 1.3 mmol) in tetrahydrofuran (6 ml)-methanol (6 ml) was added 1N aqueous sodium hydroxide solution (3 ml), and the mixture was stirred at 50° C. for 2 hrs. The reaction mixture was partitioned between tetrahydrofuran (50 ml)-ethyl acetate (50 ml) and 0.1N hydrochloric acid (100 ml) and the aqueous layer was extracted twice with tetrahydrofuran (25 ml)-ethyl acetate (25 ml). The orga... The reactants are C(C)(C)(C)OC(=O)NCC=1C(=NC2=CC=C(C=C2C1C1=CC=CC=C1)C(=O)OC)CC(C)C (methyl 3-{[(tert-butoxycarbonyl)amino]methyl}-2-isobutyl-4-phenylquinoline-6-carboxylate), CO (methanol), [OH-].[Na+] (sodium hydroxide). Product: C(C)(C)(C)OC(=O)NCC=1C(=NC2=CC=C(C=C2C1C1=CC=CC=C1)C(=O)O)CC(C)C (3-{[(tert-butoxycarbonyl)amino]methyl}-2-isobutyl-4-phenylquinoline-6-carboxylic acid). The reactants are OC1=C(C=C(C(=O)OC)C=C1)[N+](=O)[O-] (methyl 4-hydroxy-3-nitrobenzoate), substituted-2-nitrophenols, C1(=CC=CC=C1)O (phenol), BrCC(=O)OC (methyl 2-bromoacetate). Product: COC(COC1=C(C=C(C(=O)OC)C=C1)[N+](=O)[O-])=O (Methyl 4-(2-methoxy-2-oxoethoxy)-3-nitrobenzoate). Reaction SMILES: [OH:1][C:2]1[CH:11]=[CH:10][C:5]([C:6]([O:8][CH3:9])=[O:7])=[CH:4][C:3]=1[N+:12]([O-:14])=[O:13].C1(O)C=CC=CC=1.Br[CH2:23][C:24]([O:26][CH3:27])=[O:25]>>[CH3:27][O:26][C:24](=[O:25])[CH2:23][O:1][C:2]1[CH:11]=[CH:10][C:5]([C:6]([O:8][CH3:9])=[O:7])=[CH:4][C:3]=1[N+:12]([O-:14])=[O:13]. Procedure details: Using methyl 4-hydroxy-3-nitrobenzoate as the phenol and methyl 2-bromoacetate as the alkylating agent in the general procedure for alkylation of substituted-2-nitrophenols gives a light yellow solid: 1H NMR (DMSO-d6, 400 MHz): δ ppm 8.39 (d, J=2.0 Hz, 1H), 8.15 (dd, J=8.8, 2.3 Hz, 1H), 7.44 (d, J=8.8 Hz, 1H), 5.16 (s, 2H), 3.87 (s, 3H), 3.71 (s, 3H). ESI-MS: m/z 270.1 (M+H)+. Reactants: O=C([O-])[O-], C=CCBr, CN(C)C=O, [K+], [K+], O=C(O)c1cccc(O)c1. Yields the product C=CCOc1cccc(C(=O)O)c1. As a reaction SMILES: [C:15](=[O:16])([O-:17])[O-:18].[CH2:11]([CH:12]=[CH2:13])[Br:14].[CH3:21][N:22]([CH3:23])[CH:24]=[O:25].[K+:19].[K+:20].[OH:1][C:2](=[O:3])[c:4]1[cH:5][cH:6][cH:7][c:8]([OH:9])[cH:10]1>>[OH:1][C:2](=[O:3])[c:4]1[cH:5][cH:6][cH:7][c:8]([O:9][CH2:13][CH:12]=[CH2:11])[cH:10]1.